Dataset: the Open Reaction Database (ORD), a public repository of structured organic reaction records. Task: describe an organic reaction: reactants, conditions, products, and yield The reactants are C(C)OC(C[C@@H](CC1=CC=C(C=C1)C1=CC=CC=C1)NC(=O)N)=O ((R)-4-biphenyl-4-yl-3-ureido-butyric acid ethyl ester), BrCC(C(=O)OCC)=O (ethyl bromopyruvate). The solvent is CCO (EtOH). Yields the product C(C)OC(=O)C=1N=C(OC1)N[C@@H](CC(=O)OCC)CC1=CC=C(C=C1)C1=CC=CC=C1 (2-((R)-1-biphenyl-4-ylmethyl-2-ethoxycarbonyl-ethylamino)-oxazole-4-carboxylic acid ethyl ester). Reaction SMILES: [CH2:1]([O:3][C:4](=[O:24])[CH2:5][C@H:6]([NH:20][C:21]([NH2:23])=[O:22])[CH2:7][C:8]1[CH:13]=[CH:12][C:11]([C:14]2[CH:19]=[CH:18][CH:17]=[CH:16][CH:15]=2)=[CH:10][CH:9]=1)[CH3:2].Br[CH2:26][C:27](=O)[C:28]([O:30][CH2:31][CH3:32])=[O:29]>CCO>[CH2:31]([O:30][C:28]([C:27]1[N:23]=[C:21]([NH:20][C@H:6]([CH2:7][C:8]2[CH:13]=[CH:12][C:11]([C:14]3[CH:19]=[CH:18][CH:17]=[CH:16][CH:15]=3)=[CH:10][CH:9]=2)[CH2:5][C:4]([O:3][CH2:1][CH3:2])=[O:24])[O:22][CH:26]=1)=[O:29])[CH3:32]. Procedure details: To a suspension of (R)-4-biphenyl-4-yl-3-ureido-butyric acid ethyl ester (169 mg, 0.518 mmol) in EtOH (5 ml) at ice bath is added ethyl bromopyruvate (0.098 ml, 0.777 mmol). The reaction is warmed up slowly to room temperature and stirred at reflux overnight. The reaction is concentrated and the residue is taken up in EtOAc and H2O. The combined organic layer is washed with brine and dried over anhydrous sodium sulfate, filtered and concentrated under reduced pressure to give 2-((R)-1-biphenyl-4... The reactants are C(C)N(C(=O)C1=C(C=CC=C1)S(=O)C=1[C@@H]([C@H]2N(C1C(=O)OCC1=CC=C(C=C1)[N+](=O)[O-])C([C@@H]2[C@@H](C)O[Si](C)(C)C(C)(C)C)=O)C)CC (4-nitrobenzyl (1R, 5S,6S)-2-(2-diethylcarbamoylphenylsulfinyl)-1-methyl-6-[1(R)-t-butyldimethylsilyloxyethyl]-1-carbapen-2-em-3-carboxylate), [N+](=O)([O-])C1=CC=C(CS)C=C1 (4-nitrobenzylmercaptan). The product is [Si](C)(C)(C(C)(C)C)O[C@H](C)[C@@H]1[C@@H]2N(C(=C([C@@H]2C)SCC2=CC=C(C=C2)[N+](=O)[O-])C(=O)OCC2=CC=C(C=C2)[N+](=O)[O-])C1=O (4-Nitrobenzyl (1R, 5S,6S)-6-[1(R)-t-butyldimethylsilyloxyethyl]-1-methyl-2-(4-nitrobenzylthio)-1-carbapen-2-em-3-carboxylate). Yield: 81.0%. RXN SMILES: C(N(CC)[C:4]([C:6]1[CH:11]=[CH:10]C=C[C:7]=1[S:12]([C:14]1[C@H:15]([CH3:45])[C@@H:16]2[C@@H:33]([C@H:34]([O:36][Si:37]([C:40]([CH3:43])([CH3:42])[CH3:41])([CH3:39])[CH3:38])[CH3:35])[C:32](=[O:44])[N:17]2[C:18]=1[C:19]([O:21][CH2:22][C:23]1[CH:28]=[CH:27][C:26]([N+:29]([O-:31])=[O:30])=[CH:25][CH:24]=1)=[O:20])=O)=O)C.[N+:48]([C:51]1C=CC(CS)=C[CH:52]=1)([O-:50])=[O:49]>>[Si:37]([O:36][C@@H:34]([C@H:33]1[C:32](=[O:44])[N:17]2[C:18]([C:19]([O:21][CH2:22][C:23]3[CH:28]=[CH:27][C:26]([N+:29]([O-:31])=[O:30])=[CH:25][CH:24]=3)=[O:20])=[C:14]([S:12][CH2:7][C:6]3[CH:4]=[CH:52][C:51]([N+:48]([O-:50])=[O:49])=[CH:10][CH:11]=3)[C@H:15]([CH3:45])[C@H:16]12)[CH3:35])([C:40]([CH3:42])([CH3:43])[CH3:41])([CH3:38])[CH3:39]. Procedure: Following a procedure similar to that described in Example 1, but using 4-nitrobenzyl (1R, 5S,6S)-2-(2-diethylcarbamoylphenylsulfinyl)-1-methyl-6-[1(R)-t-butyldimethylsilyloxyethyl]-1-carbapen-2-em-3-carboxylate (prepared as described in Example 39) and 4-nitrobenzylmercaptan as starting materials, in relative proportions similar to those used in that Example, the title compound was obtained in a yield of 81%. Recrystallization of this product from a mixture of ethyl acetate and diisopropyl ethe... Reactants: C(C)(C)(C)OC(NC1=C(C=C(C=C1)N1C=CC=C1)NC(CC(=O)C1=CC(=CC=C1)N1C=NC=C1)=O)=O ({2-[3-(3-imidazol-1-yl-phenyl)-3-oxo-propionylamino]-4-pyrrol-1-yl-phenyl}-carbamic acid tert.-butyl ester), C(=O)(C(F)(F)F)O (TFA). Run in C(Cl)Cl (CH2Cl2). The product is N1(C=NC=C1)C=1C=C(C=CC1)C1=NC2=C(NC(C1)=O)C=C(C=C2)N2C=CC=C2 (4-(3-Imidazol-1-yl-phenyl)-8-pyrrol-1-yl-1,3-dihydro-benzo[b][1,4]diazepin-2-one), solid. As a reaction SMILES: C(OC(=O)[NH:7][C:8]1[CH:13]=[CH:12][C:11]([N:14]2[CH:18]=[CH:17][CH:16]=[CH:15]2)=[CH:10][C:9]=1[NH:19][C:20](=[O:35])[CH2:21][C:22]([C:24]1[CH:29]=[CH:28][CH:27]=[C:26]([N:30]2[CH:34]=[CH:33][N:32]=[CH:31]2)[CH:25]=1)=O)(C)(C)C.C(O)(C(F)(F)F)=O>C(Cl)Cl>[N:30]1([C:26]2[CH:25]=[C:24]([C:22]3[CH2:21][C:20](=[O:35])[NH:19][C:9]4[CH:10]=[C:11]([N:14]5[CH:18]=[CH:17][CH:16]=[CH:15]5)[CH:12]=[CH:13][C:8]=4[N:7]=3)[CH:29]=[CH:28][CH:27]=2)[CH:34]=[CH:33][N:32]=[CH:31]1. Reported procedure: The title compound was prepared from {2-[3-(3-imidazol-1-yl-phenyl)-3-oxo-propionylamino]-4-pyrrol-1-yl-phenyl}-carbamic acid tert.-butyl ester (Example M17) by treatment with TFA in CH2Cl2 according to the general procedure N. Obtained as a yellow solid (1.03 g). The reactants are C1(=CC=CC=C1)C (toluene), C1(OCCO1)=O (ethylene carbonate), OC1=CC=C(C(=O)C2=CC=CC=C2)C=C1 (4-hydroxybenzophenone). Reagents/catalysts: [I-].[Na+] (sodium iodide), C1(=CC=CC=C1)C (toluene). Solvent: O (water), O (water). Conditions: temperature 176 celsius, time 0.5 hour. Product: OCCOC1=CC=C(C(=O)C2=CC=CC=C2)C=C1 (4-(2-hydroxyethoxy)benzophenone). The yield is 94.3%. Reaction SMILES: [C:1]1(=O)[O:5][CH2:4][CH2:3][O:2]1.O[C:8]1[CH:21]=[CH:20][C:11]([C:12]([C:14]2[CH:19]=[CH:18]C=[CH:16][CH:15]=2)=[O:13])=[CH:10][CH:9]=1.C1(C)C=CC=CC=1>[I-].[Na+].C1(C)C=CC=CC=1.O>[OH:2][CH2:3][CH2:4][O:5][C:1]1[CH:18]=[CH:19][C:14]([C:12]([C:11]2[CH:20]=[CH:21][CH:8]=[CH:9][CH:10]=2)=[O:13])=[CH:15][CH:16]=1 |f:3.4|. Procedure: A mixture of ethylene carbonate (124.6 g; 1.07 eq.), sodium iodide (6.3 g; 0.03 eq.), 4-hydroxybenzophenone (262 g; 1 eq.) and toluene (8.1 g) was heated. At 99° C. a clear solution was obtained. The reaction mixture was heated with reflux condenser to 176° C. over one hour, during which gas evolution occurred. After an additional ½ hour at 176° C., the reaction mixture was cooled to 122° C. and toluene (350 g) and water (24 g) was added. The lower phase was cut and discarded. More water (14 g) ... Starting materials: O=C([O-])[O-], C=CCBr, COc1ccc2c(c1)C13CCNC(C2)C1CCOC3, CC#N, [K+], [K+]. Product: C=CCN1CCC23COCCC2C1Cc1ccc(OC)cc13. As a reaction SMILES: [C:24](=[O:25])([O-:26])[O-:27].[CH2:20]([CH:21]=[CH2:22])[Br:23].[CH3:1][O:2][c:3]1[cH:4][cH:5][c:6]2[c:15]([cH:16]1)[C:14]13[CH:9]([CH:8]([CH2:7]2)[NH:19][CH2:18][CH2:17]1)[CH2:10][CH2:11][O:12][CH2:13]3.[CH3:30][C:31]#[N:32].[K+:28].[K+:29]>>[CH3:1][O:2][c:3]1[cH:4][cH:5][c:6]2[c:15]([cH:16]1)[C:14]13[CH:9]([CH:8]([CH2:7]2)[N:19]([CH2:22][CH:21]=[CH2:20])[CH2:18][CH2:17]1)[CH2:10][CH2:11][O:12][CH2:13]3.